From a dataset of the Open Reaction Database (ORD), a public repository of structured organic reaction records. describe an organic reaction: reactants, conditions, products, and yield The reactants are CC(C)(C)OC(=O)N1CCNCC1, COC(=O)c1cc(Cl)c2ccc(Cl)cc2n1, CCN(C(C)C)C(C)C. Product: COC(=O)c1cc(N2CCN(C(=O)OC(C)(C)C)CC2)c2ccc(Cl)cc2n1. RXN SMILES: [C:17](=[O:18])([O:19][C:20]([CH3:21])([CH3:22])[CH3:23])[N:24]1[CH2:25][CH2:26][NH:27][CH2:28][CH2:29]1.[CH3:1][O:2][C:3](=[O:4])[c:5]1[n:6][c:7]2[cH:8][c:9]([Cl:16])[cH:10][cH:11][c:12]2[c:13]([Cl:15])[cH:14]1.[CH:30]([N:31]([CH:32]([CH3:33])[CH3:34])[CH2:35][CH3:36])([CH3:37])[CH3:38]>>[CH3:1][O:2][C:3](=[O:4])[c:5]1[n:6][c:7]2[cH:8][c:9]([Cl:16])[cH:10][cH:11][c:12]2[c:13]([N:27]2[CH2:26][CH2:25][N:24]([C:17](=[O:18])[O:19][C:20]([CH3:21])([CH3:22])[CH3:23])[CH2:29][CH2:28]2)[cH:14]1. Reactants: [Al+3], C1CCOC1, COc1cccc(SC(=S)N(C)C)c1O, [H-], [H-], [H-], [H-], [Li+], [Na+], [OH-]. Product: COc1cccc(S)c1O. Reaction SMILES: [Al+3:2].[CH2:24]1[O:25][CH2:26][CH2:27][CH2:28]1.[CH3:7][N:8]([CH3:9])[C:20]([S:10][c:11]1[c:12]([OH:19])[c:13]([O:17][CH3:18])[cH:14][cH:15][cH:16]1)=[S:21].[H-:1].[H-:4].[H-:5].[H-:6].[Li+:3].[Na+:23].[OH-:22]>>[SH:10][c:11]1[c:12]([OH:19])[c:13]([O:17][CH3:18])[cH:14][cH:15][cH:16]1. The reactants are N#Cc1ccc(F)c2ccccc12, C1CSCCN1, N#Cc1ccc(N2CCC(O)(c3ccccc3)CC2)c2ccccc12. The product is N#Cc1ccc(N2CCSCC2)c2ccccc12. Reaction SMILES: [C:26]([c:27]1[c:28]2[c:29]([cH:30][cH:31][cH:32][cH:33]2)[c:34]([F:35])[cH:36][cH:37]1)#[N:38].[CH2:39]1[NH:40][CH2:42][CH2:43][S:41][CH2:44]1.[OH:1][C:2]1([c:20]2[cH:21][cH:22][cH:23][cH:24][cH:25]2)[CH2:3][CH2:4][N:5]([c:8]2[cH:9][cH:10][c:11]([C:18]#[N:19])[c:12]3[cH:13][cH:14][cH:15][cH:16][c:17]23)[CH2:6][CH2:7]1>>[CH2:3]1[CH2:4][N:5]([c:8]2[cH:9][cH:10][c:11]([C:18]#[N:19])[c:12]3[cH:13][cH:14][cH:15][cH:16][c:17]23)[CH2:6][CH2:7][S:41]1. Starting materials: FC1(CCN(CC1)C(=O)C=1NC2=CC=C(C=C2C1)OC1CCN(CC1)C(C)C)F ((4,4-Difluoro-piperidin-1-yl)-[5-(1-isopropyl-piperidin-4-yloxy)-1H-indol-2-yl]-methanone), FC1(CCN(CC1)C(=O)C=1NC2=CC=C(C=C2C1)OC1CCN(CC1)C(C)C)F ((4,4-Difluoro-piperidin-1-yl)-[5-(1-isopropyl-piperidin-4-yloxy)-1H-indol-2-yl]-methanone), C[Si](C)(C)[N-][Si](C)(C)C.[Li+] (lithium bis-(trimethylsilyl)amide), COC(=O)Cl (methylchloroformate). Run in O1CCCC1 (tetrahydrofuran), [Cl-].[Na+].O (brine). Product: COC(=O)N1C(=CC2=CC(=CC=C12)OC1CCN(CC1)C(C)C)C(=O)N1CCC(CC1)(F)F (2-(4,4-Difluoro-piperidine-1-carbonyl)-5-(1-isopropyl-piperidin-4-yloxy)-indole-1-carboxylic acid methyl ester). The yield is 15.7%. RXN SMILES: [F:1][C:2]1([F:29])[CH2:7][CH2:6][N:5]([C:8]([C:10]2[NH:11][C:12]3[C:17]([CH:18]=2)=[CH:16][C:15]([O:19][CH:20]2[CH2:25][CH2:24][N:23]([CH:26]([CH3:28])[CH3:27])[CH2:22][CH2:21]2)=[CH:14][CH:13]=3)=[O:9])[CH2:4][CH2:3]1.C[Si]([N-][Si](C)(C)C)(C)C.[Li+].[CH3:40][O:41][C:42](Cl)=[O:43]>O1CCCC1.[Cl-].[Na+].O>[CH3:40][O:41][C:42]([N:11]1[C:12]2[C:17](=[CH:16][C:15]([O:19][CH:20]3[CH2:25][CH2:24][N:23]([CH:26]([CH3:27])[CH3:28])[CH2:22][CH2:21]3)=[CH:14][CH:13]=2)[CH:18]=[C:10]1[C:8]([N:5]1[CH2:6][CH2:7][C:2]([F:1])([F:29])[CH2:3][CH2:4]1)=[O:9])=[O:43] |f:1.2,5.6.7|. Reported procedure: A solution of (4,4-difluoro-piperidin-1-yl)-[5-(1-isopropyl-piperidin-4-yloxy)-1H-indol-2-yl]-methanone (intermediate 1, 100 mg, 1.0 eq.), lithium bis-(trimethylsilyl)amide (1M solution in tetrahydrofuran, 271 ul, 1.1 eq.) and methylchloroformate (26 mg, 1.1 eq.) in tetrahydrofuran (2 mL) was stirred at room temperature for 48 h, then poured into brine, extracted with dichloromethane, dried over sodium sulfate, filtered, evaporated to dryness and purified on silica gel, eluting with a 98:2 to 97... Starting materials: N1=CC(=CC=C1)C1=NN=C(O1)C1=C(C(=O)O)C=CC=C1 (2-[5-(3-Pyridyl)-1,3,4-oxadiazole-2-yl] benzoic acid), 5g. Run in C(C)O (ethanol). Product: N1=CC(=CC=C1)C=1OC(=NN1)C1=C(C=CC=C1)C (2-(3-Pyridyl)-5-(2-tolyl)-1,3,4-oxadiazole). Reaction SMILES: [N:1]1[CH:6]=[CH:5][CH:4]=[C:3]([C:7]2[O:11][C:10]([C:12]3[CH:20]=[CH:19][CH:18]=[CH:17][C:13]=3[C:14](O)=O)=[N:9][N:8]=2)[CH:2]=1>C(O)C>[N:1]1[CH:6]=[CH:5][CH:4]=[C:3]([C:7]2[O:11][C:10]([C:12]3[CH:20]=[CH:19][CH:18]=[CH:17][C:13]=3[CH3:14])=[N:9][N:8]=2)[CH:2]=1. Procedure: 2-[5-(3-Pyridyl)-1,3,4-oxadiazole-2-yl] benzoic acid, M.P. 213°-5° (ethanol) wt., 5g (36%). (Found: C, 62.83, 62.71; H, 3.64, 3.47; N, 16.17, 16.05. C14H9N3O3 requires, C, 62.92; H, 3.39; N, 15.73.) Starting materials: CC1(OB(OC1(C)C)C1=CC=C(C=C1)C12COC(CC1)(CC2)CC(=O)OC)C (methyl 2-(4-(4-(4,4,5,5-tetramethyl-1,3,2-dioxaborolan-2-yl)phenyl)-2-oxabicyclo[2.2.2]octan-1-yl)acetate), IC1=CC=C(C=C1)[N+](=O)[O-] (1-iodo-4-nitrobenzene), [O-]P(=O)([O-])[O-].[K+].[K+].[K+] (K3PO4). The reagents and catalysts are C1=CC=C(C=C1)P([C-]2C=CC=C2)C3=CC=CC=C3.C1=CC=C(C=C1)P([C-]2C=CC=C2)C3=CC=CC=C3.Cl[Pd]Cl.[Fe+2].ClCCl (PdCl2(dppf) dichloromethane). The solvent is C(OC)COC (dimethoxyethane). The product is [N+](=O)([O-])C1=CC=C(C=C1)C1=CC=C(C=C1)C12COC(CC1)(CC2)CC(=O)OC (methyl 2-(4-(4′-nitrobiphenyl-4-yl)-2-oxabicyclo[2.2.2]octan-1-yl)acetate). The yield is 79.0%. As a reaction SMILES: CC1(C)C(C)(C)OB([C:9]2[CH:14]=[CH:13][C:12]([C:15]34[CH2:22][CH2:21][C:18]([CH2:23][C:24]([O:26][CH3:27])=[O:25])([CH2:19][CH2:20]3)[O:17][CH2:16]4)=[CH:11][CH:10]=2)O1.I[C:30]1[CH:35]=[CH:34][C:33]([N+:36]([O-:38])=[O:37])=[CH:32][CH:31]=1.[O-]P([O-])([O-])=O.[K+].[K+].[K+]>C1C=CC(P(C2C=CC=CC=2)[C-]2C=CC=C2)=CC=1.C1C=CC(P(C2C=CC=CC=2)[C-]2C=CC=C2)=CC=1.Cl[Pd]Cl.[Fe+2].ClCCl.C(COC)OC>[N+:36]([C:33]1[CH:34]=[CH:35][C:30]([C:9]2[CH:10]=[CH:11][C:12]([C:15]34[CH2:20][CH2:19][C:18]([CH2:23][C:24]([O:26][CH3:27])=[O:25])([CH2:21][CH2:22]3)[O:17][CH2:16]4)=[CH:13][CH:14]=2)=[CH:31][CH:32]=1)([O-:38])=[O:37] |f:2.3.4.5,6.7.8.9.10|. Reported procedure: To a round bottom flask containing methyl 2-(4-(4-(4,4,5,5-tetramethyl-1,3,2-dioxaborolan-2-yl)phenyl)-2-oxabicyclo[2.2.2]octan-1-yl)acetate (800 m g, 2.07 mmol), 1-iodo-4-nitrobenzene (619 mg, 2.49 mmol) and K3PO4 (528 mg, 2.49 mmol) was added dimethoxyethane (24 ml) at room temperature. The mixture was stirred at room temperature and degassed after the addition of EtOH (8 ml) and water (3.2 ml). PdCl2(dppf) dichloromethane adduct (85 mg, 0.10 mmol) was added and the mixture was heated to 8° C.... Starting materials: CC(=O)OO, CC(=O)c1cc(OCc2ccccc2)ccc1OCc1ccccc1, CC(=O)O. The product is CC(=O)Oc1cc(OCc2ccccc2)ccc1OCc1ccccc1. Reaction SMILES: [C:26]([CH3:27])(=[O:28])[O:29][OH:30].[CH2:1]([c:2]1[cH:3][cH:4][cH:5][cH:6][cH:7]1)[O:8][c:9]1[c:10]([C:23](=[O:24])[CH3:25])[cH:11][c:12]([O:15][CH2:16][c:17]2[cH:18][cH:19][cH:20][cH:21][cH:22]2)[cH:13][cH:14]1.[CH3:31][C:32](=[O:33])[OH:34]>>[CH2:1]([c:2]1[cH:3][cH:4][cH:5][cH:6][cH:7]1)[O:8][c:9]1[c:10]([O:29][C:26]([CH3:27])=[O:28])[cH:11][c:12]([O:15][CH2:16][c:17]2[cH:18][cH:19][cH:20][cH:21][cH:22]2)[cH:13][cH:14]1. The reactants are ClC(=O)C1=CN(C(=C1C)C)C1=CC=NC2=CC=CC=C12 (3-chlorocarbonyl-4,5-dimethyl-1-(quinol-4-yl)-1H-pyrrole), Cl.NC(=N)N (guanidine hydrochloride), C[O-].[Na+] (sodium methoxide), solution, Cl (hydrochloric acid). Run in C(Cl)(Cl)Cl (chloroform), C(C)O (ethanol), CO (methanol), O1CCOCC1 (dioxane), COCCOC (1,2-dimethoxyethane). Reaction conditions: temperature 20 celsius, time 0.5 hour. Product: Cl.Cl.N(C(=N)N)C(=O)C1=CN(C(=C1C)C)C1=CC=NC2=CC=CC=C12 (3-guanidinocarbonyl-4,5-dimethyl-1-(quinol-4-yl)-1H-pyrrole dihydrochloride). The yield is 61.6%. RXN SMILES: C[O-].[Na+].[ClH:4].[NH2:5][C:6]([NH2:8])=[NH:7].[Cl:9][C:10]([C:12]1[C:16]([CH3:17])=[C:15]([CH3:18])[N:14]([C:19]2[C:28]3[C:23](=[CH:24][CH:25]=[CH:26][CH:27]=3)[N:22]=[CH:21][CH:20]=2)[CH:13]=1)=[O:11].Cl>COCCOC.C(Cl)(Cl)Cl.C(O)C.O1CCOCC1.CO>[ClH:9].[ClH:4].[NH:7]([C:10]([C:12]1[C:16]([CH3:17])=[C:15]([CH3:18])[N:14]([C:19]2[C:28]3[C:23](=[CH:24][CH:25]=[CH:26][CH:27]=3)[N:22]=[CH:21][CH:20]=2)[CH:13]=1)=[O:11])[C:6]([NH2:8])=[NH:5] |f:0.1,2.3,11.12.13|. Reported procedure: 1.78 g (33 mmol) of sodium methoxide are added at a temperature in the region of 20° C. under an argon atmosphere to 20 mL of methanol. After complete dissolution, 3.34 g (35 mmol) of guanidine hydrochloride are added. After stirring at a temperature in the region of 20° C. for 0.5 hour, the reaction mixture is concentrated to dryness under reduced pressure (2.7 kPa) to give a residue which is suspended in 25 mL of 1,2-dimethoxyethane and then again concentrated to dryness. The residue is suspen...